describe an organic reaction: reactants, conditions, products, and yield From a dataset of the Open Reaction Database (ORD), a public repository of structured organic reaction records. Starting materials: CC(C)(C)OC(=O)N1CCN(c2ccc(N)cn2)CC1, Cc1ccc(-n2nc(C(C)(C)C)cc2NC(=O)O)cc1, CCOC(C)=O, CS(C)=O, CCN(C(C)C)C(C)C, O. Yields the product Cc1ccc(-n2nc(C(C)(C)C)cc2NC(=O)Nc2ccc(N3CCN(C(=O)OC(C)(C)C)CC3)nc2)cc1. RXN SMILES: [C:1]([CH3:2])([CH3:3])([CH3:4])[O:5][C:6](=[O:7])[N:8]1[CH2:9][CH2:10][N:11]([c:14]2[n:15][cH:16][c:17]([NH2:20])[cH:18][cH:19]2)[CH2:12][CH2:13]1.[C:30]([CH3:31])([CH3:32])([CH3:33])[c:34]1[cH:35][c:36]([NH:46][C:47]([OH:48])=[O:49])[n:37](-[c:39]2[cH:40][cH:41][c:42]([CH3:45])[cH:43][cH:44]2)[n:38]1.[CH3:50][CH2:51][O:52][C:53]([CH3:54])=[O:55].[CH3:56][S:57]([CH3:58])=[O:59].[CH:21]([N:22]([CH:23]([CH3:24])[CH3:25])[CH2:26][CH3:27])([CH3:28])[CH3:29].[OH2:60]>>[C:1]([CH3:2])([CH3:3])([CH3:4])[O:5][C:6](=[O:7])[N:8]1[CH2:9][CH2:10][N:11]([c:14]2[n:15][cH:16][c:17]([NH:20][C:47]([NH:46][c:36]3[cH:35][c:34]([C:30]([CH3:31])([CH3:32])[CH3:33])[n:38][n:37]3-[c:39]3[cH:40][cH:41][c:42]([CH3:45])[cH:43][cH:44]3)=[O:48])[cH:18][cH:19]2)[CH2:12][CH2:13]1. The reactants are C#CCCCOc1ccc(OC(C)(C)C(=O)OCC)c(C)c1, Clc1ccc(I)cc1. Product: CCOC(=O)C(C)(C)Oc1ccc(OCCCC#Cc2ccc(Cl)cc2)cc1C. Reaction SMILES: [CH2:1]([CH3:2])[O:3][C:4]([C:5]([CH3:6])([O:7][c:8]1[c:9]([CH3:20])[cH:10][c:11]([O:14][CH2:15][CH2:16][CH2:17][C:18]#[CH:19])[cH:12][cH:13]1)[CH3:21])=[O:22].[Cl:23][c:24]1[cH:25][cH:26][c:27]([I:30])[cH:28][cH:29]1>>[CH2:1]([CH3:2])[O:3][C:4]([C:5]([CH3:6])([O:7][c:8]1[c:9]([CH3:20])[cH:10][c:11]([O:14][CH2:15][CH2:16][CH2:17][C:18]#[C:19][c:27]2[cH:26][cH:25][c:24]([Cl:23])[cH:29][cH:28]2)[cH:12][cH:13]1)[CH3:21])=[O:22]. Starting materials: C(C)(C)(C)OC(=O)N[C@H](C(=O)OC(C)(C)C)CCOC1=CC=C(C=C1)C1N(CCNC1)C(=O)OCC1=CC=CC=C1 (t-Butyl 2-(S)(t-Butoxycarbonylamino)-4-[4-(N-benzyloxycarbonyl-piperazinyl)phenoxy]butanoate), Cl (HCl). Solvent: CCOC(=O)C (EtOAc). Run at temperature 0 celsius. Yields the product N[C@H](C(=O)O)CCOC1=CC=C(C=C1)C1N(CCNC1)C(=O)OCC1=CC=CC=C1 (2-(S)-Amino-4-[4-(N-benzyloxycarbonyl piperazinyl)phenoxy]butanoic acid). RXN SMILES: C(OC([NH:8][C@@H:9]([CH2:17][CH2:18][O:19][C:20]1[CH:25]=[CH:24][C:23]([CH:26]2[CH2:31][NH:30][CH2:29][CH2:28][N:27]2[C:32]([O:34][CH2:35][C:36]2[CH:41]=[CH:40][CH:39]=[CH:38][CH:37]=2)=[O:33])=[CH:22][CH:21]=1)[C:10]([O:12]C(C)(C)C)=[O:11])=O)(C)(C)C.Cl>CCOC(C)=O>[NH2:8][C@@H:9]([CH2:17][CH2:18][O:19][C:20]1[CH:21]=[CH:22][C:23]([CH:26]2[CH2:31][NH:30][CH2:29][CH2:28][N:27]2[C:32]([O:34][CH2:35][C:36]2[CH:41]=[CH:40][CH:39]=[CH:38][CH:37]=2)=[O:33])=[CH:24][CH:25]=1)[C:10]([OH:12])=[O:11]. Procedure details: A solution of 28-4 (1.0 g, 1.8 mmol) in 10 mL EtOAc was cooled to -40° C. and saturated with HCl gas. The solution was warmed to 0° C., then concentrated to give 28-5 as a tan solid. Rf (10:1:1 EtOH/H2O/NH4OH) 0.18. The reactants are COC1=C(C=C(C=C1)C)C1=CC=CC(=N1)N1N=CC(=C1C(F)(F)F)C(=O)OCC (Ethyl 1-[6-(2-methoxy-5-methylphenyl)pyridin-2-yl]-5-(trifluoromethyl)-1H-pyrazole-4-carboxylate), B(Br)(Br)Br (boron tribromide). Solvent: C(Cl)Cl (DCM). Reaction conditions: time 15 minute. Product: OC1=C(C=C(C=C1)C)C1=CC=CC(=N1)N1N=CC(=C1C(F)(F)F)C(=O)OCC (Ethyl 1-[6-(2-hydroxy-5-methylphenyl)pyridin-2-yl]-5-(trifluoromethyl)-1H-pyrazole-4-carboxylate). Reaction SMILES: C[O:2][C:3]1[CH:8]=[CH:7][C:6]([CH3:9])=[CH:5][C:4]=1[C:10]1[N:15]=[C:14]([N:16]2[C:20]([C:21]([F:24])([F:23])[F:22])=[C:19]([C:25]([O:27][CH2:28][CH3:29])=[O:26])[CH:18]=[N:17]2)[CH:13]=[CH:12][CH:11]=1.B(Br)(Br)Br>C(Cl)Cl>[OH:2][C:3]1[CH:8]=[CH:7][C:6]([CH3:9])=[CH:5][C:4]=1[C:10]1[N:15]=[C:14]([N:16]2[C:20]([C:21]([F:24])([F:23])[F:22])=[C:19]([C:25]([O:27][CH2:28][CH3:29])=[O:26])[CH:18]=[N:17]2)[CH:13]=[CH:12][CH:11]=1. Procedure details: To a cooled (0° C.) solution of the title compound from Example 8 Step A in DCM (20 mL) was added boron tribromide (11.7 mL, 1.0 M in DCM, 11.7 mmol). After 15 min, the reaction mixture was allowed to warm to ambient temperature. After an additional 2 h, the reaction mixture was cooled to 0° C., then was quenched by dropwise addition of sat. aq. NaHCO3 (gas evolution) and was extracted with DCM. The organic phase was separated and concentrated in vacuo. Purification by flash chromatography on si... Isolated yield 68.0%. Product: CC1=NC2=CC=C(OC)C=C2C(C3CCCCC3)=C1. The reagents and catalysts are O=S(=O)(O)OOS(=O)(=O)O.N. Run at temperature 40 celsius, time 16 hour. The reactants are N=1C=2C=CC(OC)=CC2C=CC1C, O=C(O)C1CCCCC1. The solvent is O, O=S(C)C. Reactants: N1(C=NC=C1)C(=O)OCCNC(=O)OC(C)(C)C (2-((tert-butoxycarbonyl)amino)ethyl 1H-imidazole-1-carboxylate), NCC1=NN(N=C1)C[C@H]1NC([C@H]1NC(\C(\C=1N=C(SC1)NC(=O)OC(C)(C)C)=N/OC1(CC1)C(=O)OC(C1=CC=CC=C1)C1=CC=CC=C1)=O)=O (benzhydryl 1-(((Z)-(2-(((2R,3S)-2-((4-(aminomethyl)-2H-1,2,3-triazol-2-yl)methyl)-4-oxoazetidin-3-yl)amino)-1-(2-((tert-butoxycarbonyl)amino)thiazol-4-yl)-2-oxoethylidene)amino)oxy)cyclopropanecarboxylate), N1(C=NC=C1)C(=O)OCCNC(=O)OC(C)(C)C (2-((tert-butoxycarbonyl)amino)ethyl 1H-imidazole-1-carboxylate). Run in C(Cl)Cl (DCM), C(Cl)Cl (DCM). Run at time 12 hour. The product is C(C)(C)(C)OC(=O)NC=1SC=C(N1)/C(/C(=O)N[C@H]1[C@H](NC1=O)CN1N=CC(=N1)CNC(OCCNC(OC(C)(C)C)=O)=O)=N/OC1(CC1)C(=O)OC(C1=CC=CC=C1)C1=CC=CC=C1 (Benzhydryl 1-(((Z)-(1-(2-((tert-butoxycarbonyl)amino)thiazol-4-yl)-2-(((2R,3S)-2-((4-(10,10-dimethyl-3,8-dioxo-4,9-dioxa-2,7-diazaundecyl)-2H-1,2,3-triazol-2-yl)methyl)-4-oxoazetidin-3-yl)amino)-2-oxoethylidene)amino)oxy)cyclopropanecarboxylate). Yield: 54.5%. As a reaction SMILES: [NH2:1][CH2:2][C:3]1[CH:7]=[N:6][N:5]([CH2:8][C@@H:9]2[C@H:12]([NH:13][C:14](=[O:50])/[C:15](=[N:29]\[O:30][C:31]3([C:34]([O:36][CH:37]([C:44]4[CH:49]=[CH:48][CH:47]=[CH:46][CH:45]=4)[C:38]4[CH:43]=[CH:42][CH:41]=[CH:40][CH:39]=4)=[O:35])[CH2:33][CH2:32]3)/[C:16]3[N:17]=[C:18]([NH:21][C:22]([O:24][C:25]([CH3:28])([CH3:27])[CH3:26])=[O:23])[S:19][CH:20]=3)[C:11](=[O:51])[NH:10]2)[N:4]=1.N1([C:57]([O:59][CH2:60][CH2:61][NH:62][C:63]([O:65][C:66]([CH3:69])([CH3:68])[CH3:67])=[O:64])=[O:58])C=CN=C1>C(Cl)Cl>[C:25]([O:24][C:22]([NH:21][C:18]1[S:19][CH:20]=[C:16](/[C:15](=[N:29]/[O:30][C:31]2([C:34]([O:36][CH:37]([C:44]3[CH:49]=[CH:48][CH:47]=[CH:46][CH:45]=3)[C:38]3[CH:43]=[CH:42][CH:41]=[CH:40][CH:39]=3)=[O:35])[CH2:33][CH2:32]2)/[C:14]([NH:13][C@@H:12]2[C:11](=[O:51])[NH:10][C@@H:9]2[CH2:8][N:5]2[N:4]=[C:3]([CH2:2][NH:1][C:57](=[O:58])[O:59][CH2:60][CH2:61][NH:62][C:63](=[O:64])[O:65][C:66]([CH3:67])([CH3:68])[CH3:69])[CH:7]=[N:6]2)=[O:50])[N:17]=1)=[O:23])([CH3:27])([CH3:26])[CH3:28]. Reported procedure: To a solution of benzhydryl 1-(((Z)-(2-(((2R,3S)-2-((4-(aminomethyl)-2H-1,2,3-triazol-2-yl)methyl)-4-oxoazetidin-3-yl)amino)-1-(2-((tert-butoxycarbonyl)amino)thiazol-4-yl)-2-oxoethylidene)amino)oxy)cyclopropanecarboxylate (90 mg, 0.13 mmol) in DCM (2 mL) at 0° C. was added a solution of 2-((tert-butoxycarbonyl)amino)ethyl 1H-imidazole-1-carboxylate (0.59 ml, 0.19 mmol) in DCM (0.6 mL). After stirring at rt for 12 h, another 3 equiv 2-((tert-butoxycarbonyl)amino)ethyl 1H-imidazole-1-carboxylate (... Reactants: FC1=CC=C(C=C1)CCSC(CC1=CC=C(C(=O)O)C=C1)C(=O)OCC(Cl)(Cl)Cl (4-[2-[2-(4-fluoro-phenyl)-ethylsulfanyl]-2-(2,2,2-trichloro-ethoxycarbonyl)-ethyl]-benzoic acid), OCC1=CC=C(C=C1)OS(=O)(=O)C (methane-sulfonic acid 4-hydroxymethyl-phenyl ester), C1(=CC=CC=C1)C=1OC(=C(N1)COC(C1=CC=C(C=C1)CC(C(=O)OCC(Cl)(Cl)Cl)SCCC1=CC=C(C=C1)F)=O)C(F)(F)F (4-[2-[2-(4-fluoro-phenyl)-ethylsulfanyl]-2-(2,2,2-trichloro-ethoxy-carbonyl)-ethyl]-benzoic acid 2-phenyl-5-trifluoromethyl-oxazol-4-ylmethylester). Yields the product CS(=O)(=O)OC1=CC=C(COC(C2=CC=C(C=C2)CC(C(=O)OCC(Cl)(Cl)Cl)SCCC2=CC=C(C=C2)F)=O)C=C1 (4-[2-[2-(4-Fluoro-phenyl)-ethylsulfanyl]-2-(2,2,2-trichloro-ethoxycarbonyl)-ethyl]-benzoic acid 4-methanesulfonyloxy-benzyl ester). Isolated yield 53.1%. RXN SMILES: [F:1][C:2]1[CH:7]=[CH:6][C:5]([CH2:8][CH2:9][S:10][CH:11]([C:22]([O:24][CH2:25][C:26]([Cl:29])([Cl:28])[Cl:27])=[O:23])[CH2:12][C:13]2[CH:21]=[CH:20][C:16]([C:17]([OH:19])=[O:18])=[CH:15][CH:14]=2)=[CH:4][CH:3]=1.O[CH2:31][C:32]1[CH:37]=[CH:36][C:35]([O:38][S:39]([CH3:42])(=[O:41])=[O:40])=[CH:34][CH:33]=1.C1(C2OC(C(F)(F)F)=C(COC(=O)C3C=CC(CC(SCCC4C=CC(F)=CC=4)C(OCC(Cl)(Cl)Cl)=O)=CC=3)N=2)C=CC=CC=1>>[CH3:42][S:39]([O:38][C:35]1[CH:36]=[CH:37][C:32]([CH2:31][O:18][C:17](=[O:19])[C:16]2[CH:20]=[CH:21][C:13]([CH2:12][CH:11]([S:10][CH2:9][CH2:8][C:5]3[CH:6]=[CH:7][C:2]([F:1])=[CH:3][CH:4]=3)[C:22]([O:24][CH2:25][C:26]([Cl:29])([Cl:27])[Cl:28])=[O:23])=[CH:14][CH:15]=2)=[CH:33][CH:34]=1)(=[O:41])=[O:40]. Procedure: The title compound was prepared from 4-[2-[2-(4-fluoro-phenyl)-ethylsulfanyl]-2-(2,2,2-trichloro-ethoxycarbonyl)-ethyl]-benzoic acid (65 mg, 0.135 mmol) and methane-sulfonic acid 4-hydroxymethyl-phenyl ester (27.4 mg, 0.136 mmol) in the same manner as described for 4-[2-[2-(4-fluoro-phenyl)-ethylsulfanyl]-2-(2,2,2-trichloro-ethoxy-carbonyl)-ethyl]-benzoic acid 2-phenyl-5-trifluoromethyl-oxazol-4-ylmethylester. The crude product was purified by flash chromatography using n-heptane/EtOAc 7:3 as th...